Dataset: the Open Reaction Database (ORD), a public repository of structured organic reaction records. Task: describe an organic reaction: reactants, conditions, products, and yield The reactants are C(C)(C)(C)OC(=O)NC1(CCN(CC1)C1=NC(=CC=C1)C1=NN(C2=CN=C(C=C21)C=2C=NC=CC2)C2OCCCC2)C(=O)OC (methyl 4-(tert-butoxycarbonylamino)-1-(6-(5-(pyridin-3-yl)-1-(tetrahydro-2H-pyran-2-yl)-1H-pyrazolo[3,4-c]pyridin-3-yl)pyridin-2-yl)piperidine-4-carboxylate), aqueous solution, [OH-].[Li+] (lithium hydroxide). Solvent: CO (methanol), O1CCCC1 (tetrahydrofuran). Run at temperature 60 celsius, time 2 hour. Product: C(C)(C)(C)OC(=O)NC1(CCN(CC1)C1=NC(=CC=C1)C1=NN(C2=CN=C(C=C21)C=2C=NC=CC2)C2OCCCC2)C(=O)O (4-(tert-Butoxycarbonylamino)-1-(6-(5-(pyridin-3-yl)-1-(tetrahydro-2H-pyran-2-yl)-1H-pyrazolo[3,4-c]pyridin-3-yl)pyridin-2-yl)piperidine-4-carboxylic acid). Yield: 64.1%. Reaction SMILES: [C:1]([O:5][C:6]([NH:8][C:9]1([C:42]([O:44]C)=[O:43])[CH2:14][CH2:13][N:12]([C:15]2[CH:20]=[CH:19][CH:18]=[C:17]([C:21]3[C:29]4[C:24](=[CH:25][N:26]=[C:27]([C:30]5[CH:31]=[N:32][CH:33]=[CH:34][CH:35]=5)[CH:28]=4)[N:23]([CH:36]4[CH2:41][CH2:40][CH2:39][CH2:38][O:37]4)[N:22]=3)[N:16]=2)[CH2:11][CH2:10]1)=[O:7])([CH3:4])([CH3:3])[CH3:2].[OH-].[Li+]>CO.O1CCCC1>[C:1]([O:5][C:6]([NH:8][C:9]1([C:42]([OH:44])=[O:43])[CH2:10][CH2:11][N:12]([C:15]2[CH:20]=[CH:19][CH:18]=[C:17]([C:21]3[C:29]4[C:24](=[CH:25][N:26]=[C:27]([C:30]5[CH:31]=[N:32][CH:33]=[CH:34][CH:35]=5)[CH:28]=4)[N:23]([CH:36]4[CH2:41][CH2:40][CH2:39][CH2:38][O:37]4)[N:22]=3)[N:16]=2)[CH2:13][CH2:14]1)=[O:7])([CH3:4])([CH3:2])[CH3:3] |f:1.2|. Procedure details: A mixture of 240 mg (0.39 mmol) of methyl 4-(tert-butoxycarbonylamino)-1-(6-(5-(pyridin-3-yl)-1-(tetrahydro-2H-pyran-2-yl)-1H-pyrazolo[3,4-c]pyridin-3-yl)pyridin-2-yl)piperidine-4-carboxylate and 3 ml of 1 M aqueous solution of lithium hydroxide in 20 ml of methanol and 10 ml of tetrahydrofuran was stirred for 18 hours at room temperature and 2 hours at 60° C. The mixture was concentrated in vacuum, neutralized to pH 5 by careful addition of 1 N aqueous HCl and extracted with ethyl acetate. The ... Reactants: CC(C)(C)CCN1CCN(C(=O)OC(C)(C)C)CC1, O=C([O-])[O-], CCOC(=O)c1ccc(OCCCCBr)c(F)c1, CC(C)=O, [I-], [K+], [K+], [K+]. Yields the product CCOC(=O)c1ccc(OCCCCN2CCN(CCC(C)(C)C)CC2)c(F)c1. As a reaction SMILES: [C:1]([O:2][C:6](=[O:3])[N:8]1[CH2:9][CH2:10][N:11]([CH2:14][CH2:15][C:16]([CH3:17])([CH3:18])[CH3:19])[CH2:12][CH2:13]1)([CH3:4])([CH3:5])[CH3:7].[C:20](=[O:21])([O-:22])[O-:23].[CH2:28]([CH3:29])[O:30][C:31]([c:32]1[cH:33][c:34]([F:44])[c:35]([O:38][CH2:39][CH2:40][CH2:41][CH2:42][Br:43])[cH:36][cH:37]1)=[O:45].[CH3:46][C:47](=[O:48])[CH3:49].[I-:27].[K+:24].[K+:25].[K+:26]>>[CH2:6]([N:8]1[CH2:9][CH2:10][N:11]([CH2:14][CH2:15][C:16]([CH3:17])([CH3:18])[CH3:19])[CH2:12][CH2:13]1)[CH2:41][CH2:40][CH2:39][O:38][c:35]1[c:34]([F:44])[cH:33][c:32]([C:31]([O:30][CH2:28][CH3:29])=[O:45])[cH:37][cH:36]1. The product is O=C(O)c1cccnc1Oc1ccc2nsnc2c1. As a reaction SMILES: [CH2:1]([CH3:2])[O:3][C:4]([c:5]1[c:6]([O:11][c:12]2[cH:13][c:14]3[c:15]([n:16][s:17][n:18]3)[cH:19][cH:20]2)[n:7][cH:8][cH:9][cH:10]1)=[O:21].[ClH:22].[Li+:29].[O:23]1[CH2:24][CH2:25][CH2:26][CH2:27]1.[OH-:28].[OH2:30]>>[O:3]=[C:4]([c:5]1[c:6]([O:11][c:12]2[cH:13][c:14]3[c:15]([n:16][s:17][n:18]3)[cH:19][cH:20]2)[n:7][cH:8][cH:9][cH:10]1)[OH:21]. The reactants are CCOC(=O)c1cccnc1Oc1ccc2nsnc2c1, Cl, [Li+], C1CCOC1, [OH-], O.